This data is from the Open Reaction Database (ORD), a public repository of structured organic reaction records. The task is: describe an organic reaction: reactants, conditions, products, and yield The reactants are C(C)(=O)[O-].[K+] (potassium acetate), C(#N)CCC1=C2C(=CC=C1)OCO2 (2-cyano-1-(2,3methylenedioxyphenyl)-ethane), BrBr (bromine). The solvent is C(C)(=O)O (acetic acid), ice, C(C)(=O)O (acetic acid), O (water). Run at time 1 hour. Yields the product BrC1=CC=C2C(=C1CCC#N)OCO2 (1-(6-bromo-2,3-methylenedioxyphenyl)-2-cyanoethane). Reaction SMILES: [Br:1]Br.[C:3]([CH2:5][CH2:6][C:7]1[CH:12]=[CH:11][CH:10]=[C:9]2[O:13][CH2:14][O:15][C:8]=12)#[N:4].C([O-])(=O)C.[K+]>C(O)(=O)C.O>[Br:1][C:12]1[C:7]([CH2:6][CH2:5][C:3]#[N:4])=[C:8]2[O:15][CH2:14][O:13][C:9]2=[CH:10][CH:11]=1 |f:2.3|. Procedure: 16.4 ml of bromine dissolved in 35 ml of acetic acid are poured at 18° C. onto 53.6 g of nitrile obtained in Stage C dissolved in 179 ml of acetic acid. The mixture is stirred for 1 hour, then left overnight at room temperature and hydrolysed with 31.5 g of potassium acetate dissolved in 150 ml of water and 196.5 g of ice. The mixture is extracted with diethyl ether and the ethereal phase is washed several times with water and dried. The reactants are CCCCCCCCC(SCCCCCC)C(=O)Cl, ClCCl, CSc1cc(C)nc(SC)c1N, c1ccncc1. The product is CCCCCCCCC(SCCCCCC)C(=O)Nc1c(SC)cc(C)nc1SC. As a reaction SMILES: [CH2:1]([CH2:2][CH2:3][CH2:4][CH2:5][CH3:6])[S:7][CH:8]([C:9](=[O:10])[Cl:11])[CH2:12][CH2:13][CH2:14][CH2:15][CH2:16][CH2:17][CH2:18][CH3:19].[CH2:32]([Cl:33])[Cl:34].[NH2:20][c:21]1[c:22]([S:30][CH3:31])[n:23][c:24]([CH3:29])[cH:25][c:26]1[S:27][CH3:28].[cH:35]1[cH:36][cH:37][n:38][cH:39][cH:40]1>>[CH2:1]([CH2:2][CH2:3][CH2:4][CH2:5][CH3:6])[S:7][CH:8]([C:9](=[O:10])[NH:20][c:21]1[c:22]([S:30][CH3:31])[n:23][c:24]([CH3:29])[cH:25][c:26]1[S:27][CH3:28])[CH2:12][CH2:13][CH2:14][CH2:15][CH2:16][CH2:17][CH2:18][CH3:19].